describe an organic reaction: reactants, conditions, products, and yield From a dataset of the Open Reaction Database (ORD), a public repository of structured organic reaction records. Reaction SMILES: Cl[C:2]1[C:3]([N+:20]([O-:22])=[O:21])=[CH:4][C:5]([S:16]([CH3:19])(=[O:18])=[O:17])=[C:6]([CH:15]=1)[C:7]([NH:9][CH2:10][CH:11]([OH:14])[CH2:12][OH:13])=[O:8].[NH:23]1[CH2:25][CH2:24]1>CCOC(C)=O>[N:23]1([C:2]2[C:3]([N+:20]([O-:22])=[O:21])=[CH:4][C:5]([S:16]([CH3:19])(=[O:18])=[O:17])=[C:6]([CH:15]=2)[C:7]([NH:9][CH2:10][CH:11]([OH:14])[CH2:12][OH:13])=[O:8])[CH2:25][CH2:24]1. The reactants are ClC=1C(=CC(=C(C(=O)NCC(CO)O)C1)S(=O)(=O)C)[N+](=O)[O-] (5-chloro-N-(2,3-dihydroxypropyl)-2-(methylsulfonyl)-4-nitrobenzamide), N1CC1 (aziridine). Solvent: CCOC(=O)C (EtOAc). The yield is 76.0%. Product: N1(CC1)C=1C(=CC(=C(C(=O)NCC(CO)O)C1)S(=O)(=O)C)[N+](=O)[O-] (5-(aziridin-1-yl)-N-(2,3-dihydroxypropyl)-2-(methylsulfonyl)-4-nitrobenzamide). Procedure: A solution of the above benzamide (0.84 g, 2.38 mmol) and aziridine (0 74 mL, 14 3 mmol) in EtOAc (20 mL) was stirred at room temperature for 16 h. The reaction mixture was worked up and the residue was chromatographed on silica gel, eluting with EtOAc/MeOH (4:1) to give 10 (0.65 g, 76%), mp (EtOAc) 120-123° C. 1H NMR [(CD3)2SO] δ8.71 (t, J=5.8 Hz, 1H, NH), 8.45 (s, 1H, H-3), 744 (s, 1H, H-6), 477 (d, J=5 0 Hz, 1H, CHOH), 4.54 (t, J=5 8 Hz, 1H, CH2OH), 3.70-361 (m, 1H, CHOH), 3.45-3.36 (m, 3H, C...